From a dataset of the Open Reaction Database (ORD), a public repository of structured organic reaction records. describe an organic reaction: reactants, conditions, products, and yield Starting materials: C[C@@H]1CC[C@H](CC1)N(C(NC=1SC(=CN1)SCC(=O)O)=O)CCSC1=CC=CC=C1 ({2-[3-(trans-4-methyl-cyclohexyl)-3-(2-phenylsulfanyl-ethyl)-ureido]-thiazol-5-ylsulfanyl}-acetic acid), C(C)OC(C(C)(C)SC1=CN=C(S1)N)=O (2-(2-amino-thiazol-5-ylsulfanyl)-2-methyl-propionic acid ethyl ester). The product is CC(C(=O)O)(C)SC1=CN=C(S1)NC(=O)N(CCSC1=CC=CC=C1)[C@@H]1CC[C@H](CC1)C (2-Methyl-2-{2-[3-(trans-4-methyl-cyclohexyl)-3-(2-phenylsulfanyl-ethyl)-ureido]-thiazol-5-ylsulfanyl}-propionic acid). As a reaction SMILES: [CH3:1][C@H:2]1[CH2:7][CH2:6][C@H:5]([N:8]([CH2:22][CH2:23][S:24][C:25]2[CH:30]=[CH:29][CH:28]=[CH:27][CH:26]=2)[C:9](=[O:21])NC2SC(SCC(O)=O)=CN=2)[CH2:4][CH2:3]1.C([O:33][C:34](=[O:45])[C:35]([S:38][C:39]1[S:43][C:42]([NH2:44])=[N:41][CH:40]=1)([CH3:37])[CH3:36])C>>[CH3:37][C:35]([S:38][C:39]1[S:43][C:42]([NH:44][C:9]([N:8]([C@H:5]2[CH2:4][CH2:3][C@H:2]([CH3:1])[CH2:7][CH2:6]2)[CH2:22][CH2:23][S:24][C:25]2[CH:26]=[CH:27][CH:28]=[CH:29][CH:30]=2)=[O:21])=[N:41][CH:40]=1)([CH3:36])[C:34]([OH:33])=[O:45]. Procedure details: The compound was prepared following an analogous procedure to the one described for the synthesis of {2-[3-(trans-4-methyl-cyclohexyl)-3-(2-phenylsulfanyl-ethyl)-ureido]-thiazol-5-ylsulfanyl}-acetic acid using 2-(2-amino-thiazol-5-ylsulfanyl)-2-methyl-propionic acid ethyl ester. Starting materials: N1=C(C=CC=C1C(=O)OCC=C)C(=O)OCC=C (diallyl 2,6-pyridinedicarboxylate), C(C=C)O (allyl alcohol), [BH4-].[Na+] (Sodium borohydride), C(C)OCC.CCCCCC (diethyl ether hexane). Solvent: C1CCOC1 (THF). The product is OCC1=CC=CC(=N1)C(=O)OCC=C (allyl 6-(hydroxymethyl)pyridine-2-carboxylate). Reaction SMILES: [N:1]1[C:6]([C:7](OCC=C)=[O:8])=[CH:5][CH:4]=[CH:3][C:2]=1[C:13]([O:15][CH2:16][CH:17]=[CH2:18])=[O:14].C(O)C=C.[BH4-].[Na+].C(OCC)C.CCCCCC>C1COCC1>[OH:8][CH2:7][C:6]1[N:1]=[C:2]([C:13]([O:15][CH2:16][CH:17]=[CH2:18])=[O:14])[CH:3]=[CH:4][CH:5]=1 |f:2.3,4.5|. Reported procedure: A mixture of diallyl 2,6-pyridinedicarboxylate (17.1 g, 0.069 mol) in 150 mL of THF, and 150 mL of allyl alcohol is stirred at room temperature. Sodium borohydride (1.32 g, 0.035 mol) is added in several portions over 10 minutes, and the reaction is allowed to stir at room temperature for 15 h. The reaction is quenched by slow addition of 30 mL of water, followed by 30 mL of 1.0 N HCl. The mixture is poured into a separatory funnel containing 100 mL of 5% ammonium hydroxide and extracted with 1:... Reactants: N[C@@H](CCCN)C(=O)O (ornithine), O=C(C(=O)O)CCC(=O)O (α-keto-glutaric acid). Solvent: CC(=O)C (acetone). Product: O=C(C(=O)O)CC.N[C@@H](CCCN)C(=O)O (Mono-ornithine Keto-butyrate). RXN SMILES: [NH2:1][C@H:2]([C:7]([OH:9])=[O:8])[CH2:3][CH2:4][CH2:5][NH2:6].[O:10]=[C:11]([CH2:15][CH2:16]C(O)=O)[C:12]([OH:14])=[O:13]>CC(C)=O>[O:10]=[C:11]([CH2:15][CH3:16])[C:12]([OH:14])=[O:13].[NH2:1][C@H:2]([C:7]([OH:9])=[O:8])[CH2:3][CH2:4][CH2:5][NH2:6] |f:3.4|. Reported procedure: To a solution of ornithine (1.1 N in H2O, 9.1 ml, 10 mmoles) there is added α-keto-glutaric acid (1.02 g, 10 mmoles). 190 ml of acetone is added, it is chilled, filtered, rinsed with acetone and dried under vacuum. Starting materials: [H-].[Na+] (sodium hydride), CC(C#CC1=CC=C(C=C1)CCCC)(C)O (3-Methyl-1-(4'-butylphenyl)-1-butyne-3-ol), O (water). Run in C1(=CC=CC=C1)C (toluene). Conditions: temperature 60 celsius, time 6 hour. The product is C(CCC)C1=CC=C(C=C1)C#C (4-butylphenylacetylene). Yield: 86.1%. RXN SMILES: CC(O)(C)[C:3]#[C:4][C:5]1[CH:10]=[CH:9][C:8]([CH2:11][CH2:12][CH2:13][CH3:14])=[CH:7][CH:6]=1.[H-].[Na+].O>C1(C)C=CC=CC=1>[CH2:11]([C:8]1[CH:7]=[CH:6][C:5]([C:4]#[CH:3])=[CH:10][CH:9]=1)[CH2:12][CH2:13][CH3:14] |f:1.2|. Procedure: 3-Methyl-1-(4'-butylphenyl)-1-butyne-3-ol (100 g) was dissolved in toluene (900 ml) under nitrogen atmosphere, and then sodium hydride (60% in paraffin liquid; 5.7 g) was added thereto, followed by stirring at 60° C. for 6 hours. The reaction solution was poured into water (500 ml), and then extracted with chloroform, followed by washing with water 3 times. After distilling off toluene and chloroform, the resultant was distilled under reduced pressure (b.p. 62° to 65° C./3 mmHg) to give 4-butylp... Starting materials: CC(C)(C)O, COC(=O)CCN1CC(c2cc(F)ccc2F)=CC1c1ccccc1, [Na+], [OH-]. Product: O=C(O)CCN1CC(c2cc(F)ccc2F)=CC1c1ccccc1. Reaction SMILES: [C:28]([OH:29])([CH3:30])([CH3:31])[CH3:32].[F:1][c:2]1[c:3]([C:9]2=[CH:10][CH:11]([c:20]3[cH:21][cH:22][cH:23][cH:24][cH:25]3)[N:12]([CH2:14][CH2:15][C:16](=[O:17])[O:18][CH3:19])[CH2:13]2)[cH:4][c:5]([F:8])[cH:6][cH:7]1.[Na+:27].[OH-:26]>>[F:1][c:2]1[c:3]([C:9]2=[CH:10][CH:11]([c:20]3[cH:21][cH:22][cH:23][cH:24][cH:25]3)[N:12]([CH2:14][CH2:15][C:16](=[O:17])[OH:18])[CH2:13]2)[cH:4][c:5]([F:8])[cH:6][cH:7]1. The reactants are BrC1=CC=C(C=C1)C=1OCC(N1)(C)C (2-(4-bromophenyl)-4,4-dimethyl-4,5-dihydro-1,3-oxazole), Mg, C1COC2(CCC(CC2)=O)O1 (1,4-cyclohexandione monoethyleneacetal), [NH4+].[Cl-] (NH4Cl). Solvent: C1CCOC1 (THF), C1CCOC1 (THF). Reaction conditions: time 1.5 hour. Product: CC1(N=C(OC1)C1=CC=C(C=C1)C1(CCC2(OCCO2)CC1)O)C (8-[4-(4,4-Dimethyl-4,5-dihydro-1,3-oxazol-2-yl)phenyl]-1,4-dioxaspiro[4,5]decan-8-ol). Reaction SMILES: Br[C:2]1[CH:7]=[CH:6][C:5]([C:8]2[O:9][CH2:10][C:11]([CH3:14])([CH3:13])[N:12]=2)=[CH:4][CH:3]=1.[CH2:15]1[O:25][C:18]2([CH2:23][CH2:22][C:21](=[O:24])[CH2:20][CH2:19]2)[O:17][CH2:16]1.[NH4+].[Cl-]>C1COCC1>[CH3:13][C:11]1([CH3:14])[CH2:10][O:9][C:8]([C:5]2[CH:6]=[CH:7][C:2]([C:21]3([OH:24])[CH2:22][CH2:23][C:18]4([O:25][CH2:15][CH2:16][O:17]4)[CH2:19][CH2:20]3)=[CH:3][CH:4]=2)=[N:12]1 |f:2.3|. Procedure: A solution of 8 g of 2-(4-bromophenyl)-4,4-dimethyl-4,5-dihydro-1,3-oxazole (31.5 mmol) in 15 ml of anhydrous THF is poured dropwise onto 956 mg of Mg (39.3 mmol) in such a way as to maintain the mixture at the reflux temperature and the mixture is refluxed for 2.5 hours. The mixture is cooled to room temperature and a solution of 5.41 g of 1,4-cyclohexandione monoethyleneacetal (34.65 mmol) in 20 ml of anhydrous THF is added to it dropwise. The mixture is stirred at room temperature for 1.5 hou... Reactants: COc1cc2c(Nc3cccc(Cl)c3F)ncnc2cc1OCc1ccccc1, Cl, O=C(O)C(F)(F)F. The product is COc1cc2c(Nc3cccc(Cl)c3F)ncnc2cc1O. As a reaction SMILES: [CH2:2]([c:3]1[cH:4][cH:5][cH:6][cH:7][cH:8]1)[O:9][c:10]1[c:11]([O:29][CH3:30])[cH:12][c:13]2[c:14]([NH:20][c:21]3[c:22]([F:28])[c:23]([Cl:27])[cH:24][cH:25][cH:26]3)[n:15][cH:16][n:17][c:18]2[cH:19]1.[ClH:1].[OH:31][C:32]([C:33]([F:34])([F:35])[F:36])=[O:37]>>[OH:9][c:10]1[c:11]([O:29][CH3:30])[cH:12][c:13]2[c:14]([NH:20][c:21]3[c:22]([F:28])[c:23]([Cl:27])[cH:24][cH:25][cH:26]3)[n:15][cH:16][n:17][c:18]2[cH:19]1. RXN SMILES: [CH2:1]([CH3:2])[CH:3]1[C:4](=[O:61])[CH2:5][CH2:6][CH:7]([CH3:60])[CH:8]([C:42](=[CH:43][CH:44]2[CH2:45][CH:46]([OH:58])[CH:47]([O:50][Si:51]([CH3:52])([CH3:53])[C:54]([CH3:55])([CH3:56])[CH3:57])[CH2:48][CH2:49]2)[CH3:59])[O:9][C:10](=[O:41])[CH:11]2[CH2:12][CH2:13][CH2:14][CH2:15][N:16]2[C:17](=[O:40])[C:18](=[O:39])[C:19]2([OH:38])[CH:20]([CH3:37])[CH2:21][CH:22]([O:35][CH3:36])[CH:23]([CH:24]([O:32][CH3:33])[CH2:25][CH:26]([CH3:31])[CH2:27][C:28]([CH3:30])=[CH:29]1)[O:34]2.[CH2:80]([Cl:81])[Cl:82].[CH2:83]1[CH2:84][CH2:85][CH2:86][CH2:87][CH2:88]1.[CH3:89][CH2:90][O:91][C:92](=[O:93])[CH3:94].[Cl:62][C:63]([Cl:64])([Cl:65])[C:69](=[NH:70])[O:71][CH2:66][CH:67]=[CH2:68].[OH:72][S:73]([C:74]([F:75])([F:76])[F:77])(=[O:78])=[O:79]>>[CH2:1]([CH3:2])[CH:3]1[C:4](=[O:61])[CH2:5][CH2:6][CH:7]([CH3:60])[CH:8]([C:42](=[CH:43][CH:44]2[CH2:45][CH:46]([O:58][CH2:68][CH:67]=[CH2:66])[CH:47]([O:50][Si:51]([CH3:52])([CH3:53])[C:54]([CH3:55])([CH3:56])[CH3:57])[CH2:48][CH2:49]2)[CH3:59])[O:9][C:10](=[O:41])[CH:11]2[CH2:12][CH2:13][CH2:14][CH2:15][N:16]2[C:17](=[O:40])[C:18](=[O:39])[C:19]2([OH:38])[CH:20]([CH3:37])[CH2:21][CH:22]([O:35][CH3:36])[CH:23]([CH:24]([O:32][CH3:33])[CH2:25][CH:26]([CH3:31])[CH2:27][C:28]([CH3:30])=[CH:29]1)[O:34]2. The product is C=CCOC1CC(C=C(C)C2OC(=O)C3CCCCN3C(=O)C(=O)C3(O)OC(C(OC)CC(C)CC(C)=CC(CC)C(=O)CCC2C)C(OC)CC3C)CCC1O[Si](C)(C)C(C)(C)C. Starting materials: CCC1C=C(C)CC(C)CC(OC)C2OC(O)(C(=O)C(=O)N3CCCCC3C(=O)OC(C(C)=CC3CCC(O[Si](C)(C)C(C)(C)C)C(O)C3)C(C)CCC1=O)C(C)CC2OC, ClCCl, C1CCCCC1, CCOC(C)=O, C=CCOC(=N)C(Cl)(Cl)Cl, O=S(=O)(O)C(F)(F)F. Reactants: 125, CN(C=1C2=C(N=C(N1)C)OC(=C2)C)C2=CC=C(C=C2)SC (N,2,6-Trimethyl-N-[4-(methylsulfanyl)phenyl]furo[2,3-d]pyrimidin-4-amine), Cl (hydrochloric acid), [H-].[Na+] (Sodium hydride), S(=O)(=O)(OC)OC (Dimethyl sulfate). Run in CN(C)C=O (DMF), CCOC(=O)C.CCCCCC (AcOEt Hexane). Reaction conditions: temperature 0 celsius, time 30 minute. Product: CC=1N=C(C2=C(N1)OC(=C2)C)NC2=CC=C(C=C2)SC (2,6-Dimethyl-N-[4-(methylsulfanyl)phenyl]furo[2,3-d]pyrimidin-4-amine). RXN SMILES: C[N:2]([C:14]1[CH:19]=[CH:18][C:17]([S:20][CH3:21])=[CH:16][CH:15]=1)[C:3]1[C:4]2[CH:12]=[C:11]([CH3:13])[O:10][C:5]=2[N:6]=[C:7]([CH3:9])[N:8]=1.[H-].[Na+].S(OC)(OC)(=O)=O.Cl>CCOC(C)=O.CCCCCC.CN(C=O)C>[CH3:9][C:7]1[N:8]=[C:3]([NH:2][C:14]2[CH:19]=[CH:18][C:17]([S:20][CH3:21])=[CH:16][CH:15]=2)[C:4]2[CH:12]=[C:11]([CH3:13])[O:10][C:5]=2[N:6]=1 |f:1.2,5.6|. Reported procedure: N,2,6-Trimethyl-N-[4-(methylsulfanyl)phenyl]furo[2,3-d]pyrimidin-4-amine (Composition No. 125) To a 25 mL round bottom flask was weighed N (143 mg, 0.5 mmol) and was added DMF (2 mL) to afford a solution. The flask was purged with argon for five min followed by cooling down to 0° C. using ice bath. Sodium hydride (36 mg, 1.5 mmol) was added to the solution at 0° C. The solution was stirred for 30 min at 0° C. under argon atmosphere. Dimethyl sulfate (150 mg, 1.2 mmol) was introduced to the react... Reactants: COc1cccc(OC(=O)C(C)(C)C)c1 (substrate), CC[Si](CC)(CC)B1OC(C)(C)C(C)(C)O1 (effective_coupling_partner). Reagents/catalysts: PCy3. Reaction conditions: temperature 50 celsius, time 8.5 hour. Product: CC[Si](CC)(CC)c1cccc(OC)c1.